Dataset: the Open Reaction Database (ORD), a public repository of structured organic reaction records. Task: describe an organic reaction: reactants, conditions, products, and yield The reactants are C1(=CC=CC=C1)N=C=O (Phenyl isocyanate), C1(=CC=CC=C1)C=1SCC(C(N1)C1=CC=CC=C1)O ((4RS, 5RS)-2,4-diphenyl-5,6-dihydro-4H-1,3-thiazin-5-ol). Solvent: ClCCCl (1,2-dichloroethane). The product is C1(=CC=CC=C1)C=1SCC(C(N1)C1=CC=CC=C1)OC(NC1=CC=CC=C1)=O ((4RS, 5RS)-2,4-diphenyl-5-phenylcarbamoyloxy-5,6-dihydro-4H-1,3-thiazine). Isolated yield 60.5%. As a reaction SMILES: [C:1]1([N:7]=[C:8]=[O:9])[CH:6]=[CH:5][CH:4]=[CH:3][CH:2]=1.[C:10]1([C:16]2[S:17][CH2:18][CH:19]([OH:28])[CH:20]([C:22]3[CH:27]=[CH:26][CH:25]=[CH:24][CH:23]=3)[N:21]=2)[CH:15]=[CH:14][CH:13]=[CH:12][CH:11]=1>ClCCCl>[C:10]1([C:16]2[S:17][CH2:18][CH:19]([O:28][C:8](=[O:9])[NH:7][C:1]3[CH:6]=[CH:5][CH:4]=[CH:3][CH:2]=3)[CH:20]([C:22]3[CH:23]=[CH:24][CH:25]=[CH:26][CH:27]=3)[N:21]=2)[CH:11]=[CH:12][CH:13]=[CH:14][CH:15]=1. Reported procedure: Phenyl isocyanate (1.1 g) is added at a temperature in the region of 20° C. to a solution, maintained under an argon atmosphere, of (4RS, 5RS)-2,4-diphenyl-5,6-dihydro-4H-1,3-thiazin-5-ol (0.86 g) in 1,2-dichloroethane (10 cc). The solution obtained is stirred under reflux for 3 hours and then concentrated to dryness under reduced pressure (2.7 kPa). The residue is then stirred with a mixture of ethyl acetate and cyclohexane (1:4 by volume). An insoluble precipitate is separated by filtration an... Reactants: O=C(CC1(CCO)CCCCC1)OCc1ccccc1, CS(C)=O, CCN(C(C)C)C(C)C, ClCCl, O=S(=O)=O, c1ccncc1. Product: O=CCC1(CC(=O)OCc2ccccc2)CCCCC1. As a reaction SMILES: [CH2:1]([c:2]1[cH:3][cH:4][cH:5][cH:6][cH:7]1)[O:8][C:9]([CH2:10][C:11]1([CH2:17][CH2:18][OH:19])[CH2:12][CH2:13][CH2:14][CH2:15][CH2:16]1)=[O:20].[CH3:21][S:22](=[O:23])[CH3:24].[CH:25]([N:26]([CH2:27][CH3:28])[CH:29]([CH3:30])[CH3:31])([CH3:32])[CH3:33].[Cl:44][CH2:45][Cl:46].[S:40](=[O:41])(=[O:42])=[O:43].[n:34]1[cH:35][cH:36][cH:37][cH:38][cH:39]1>>[CH2:1]([c:2]1[cH:3][cH:4][cH:5][cH:6][cH:7]1)[O:8][C:9]([CH2:10][C:11]1([CH2:17][CH:18]=[O:19])[CH2:12][CH2:13][CH2:14][CH2:15][CH2:16]1)=[O:20]. The reactants are COc1cc(F)ccc1Br, CN1CCCC1=O, N#C[Cu], [NH4+], [OH-]. Yields the product COc1cc(F)ccc1C#N. As a reaction SMILES: [Br:1][c:2]1[c:3]([O:9][CH3:10])[cH:4][c:5]([F:8])[cH:6][cH:7]1.[CH3:16][N:17]1[CH2:18][CH2:19][CH2:20][C:21]1=[O:22].[Cu:11][C:12]#[N:13].[NH4+:15].[OH-:14]>>[c:2]1([C:12]#[N:13])[c:3]([O:9][CH3:10])[cH:4][c:5]([F:8])[cH:6][cH:7]1. Reactants: NC1=NC(C=2C(=N1)N=CC2)=O (2-Aminopyrrolo[2,3-d]pyrimidin-4-one), P(=O)(Cl)(Cl)Cl (phosphorus oxychloride). Reaction conditions: temperature 110 celsius, time 3 hour. The product is NC1=NC(=C2C(N1)=NC=C2)Cl (2-amino-4-chloropyrrolo[2,3-d]pyrimidine). RXN SMILES: [NH2:1][C:2]1[N:7]=[C:6]2[N:8]=[CH:9][CH:10]=[C:5]2[C:4](=O)[N:3]=1.P(Cl)(Cl)([Cl:14])=O>>[NH2:1][C:2]1[NH:7][C:6]2=[N:8][CH:9]=[CH:10][C:5]2=[C:4]([Cl:14])[N:3]=1. Procedure: 2-Aminopyrrolo[2,3-d]pyrimidin-4-one (45 g) was suspended in phosphorus oxychloride (150 ml) and the suspension was stirred at 110° C. for 3 hours. The excess amount of phosphorus oxychloride was distilled off under reduced pressure and ice water (600 ml) was added to the residue, whereby the residue was thoroughly dissolved. The solution was cooled with stirring and adjusted to pH 9 with concentrated aqueous ammonia. The resulting precipitate was collected by filtration, washed with water and r... The reactants are H2KPO4, MgSO4.7H2O, C[C@]12CCCC([C@@H]1CC[C@@]([C@@H]2CC[C@](C)(C=C)O)(C)O)(C)C (Sclareol), aqueous solution, O=C[C@H](O)[C@@H](O)[C@H](O)[C@H](O)CO (dextrose), Tween-80, C[C@]12CCCC([C@@H]1CC[C@@]([C@@H]2CC[C@](C)(C=C)O)(C)O)(C)C (Sclareol). Solvent: Tween-80, NH4NO3. Reaction conditions: time 3.5 day. Product: OC1(C(C2(CCCC(C2CC1)(C)C)C)CCO)C (decahydro-2-hydroxy-2,5,5,8a-tetramethylnaphthaleneethanol). Reaction SMILES: [O:1]=[CH:2][C@@H:3]([C@H]([C@@H]([C@@H](CO)O)O)O)O.[CH3:13][C@@:14]12[C@@H:23](CC[C@@](O)(C=C)C)[C@@:22]([OH:32])([CH3:31])[CH2:21][CH2:20][C@H:19]1[C:18]([CH3:34])([CH3:33])[CH2:17][CH2:16][CH2:15]2>>[OH:32][C:22]1([CH3:31])[CH2:21][CH2:20][CH:19]2[C:18]([CH3:33])([CH2:17][CH2:16][CH2:15][C:14]2([CH3:13])[CH3:23])[CH:34]1[CH2:3][CH2:2][OH:1]. Reported procedure: Four flasks, each containing an aqueous solution (100 mL) of 0.1% NH4NO3, 0.1% H2KPO4, 0.05% MgSO4.7H2O, trace minerals, and Vitamin B complex were sterilized at 120° C. for 20 minutes. A 50% aqueous solution of dextrose (5 mL) and Tween-80 (0.1 mL), containing Sclareol (4) (10 mg) was added to each flask. Each flask was inoculated with 5% by volume of three days grown cells CBS 214.83 (ATCC 20624). The cultures were then incubated at 25±1° C. on a rotary shaker (200 rpm) for 3 to 4 days. After ... Starting materials: ClCCCCOC=1C=CC2=C(C(OC(N2)=O)(CCCCCC)CCCCCC)C1 (6-(4-chlorobutoxy)-4,4-di-n-hexyl-4H-3,1-benzoxazin-2-one), C1(CCCCC1)C1=CC=C(C=C1)S (4-cyclohexyl-thiophenol). Yields the product C1(CCCCC1)C1=CC=C(C=C1)SCCCCOC=1C=CC2=C(C(OC(N2)=O)(CCCCCC)CCCCCC)C1 (6-[4-(4-Cyclohexyl-phenylmercapto)-butoxy]-4,4-di-n-hexyl-4H-3,1-benzoxazin-2-one). Reaction SMILES: Cl[CH2:2][CH2:3][CH2:4][CH2:5][O:6][C:7]1[CH:8]=[CH:9][C:10]2[NH:15][C:14](=[O:16])[O:13][C:12]([CH2:23][CH2:24][CH2:25][CH2:26][CH2:27][CH3:28])([CH2:17][CH2:18][CH2:19][CH2:20][CH2:21][CH3:22])[C:11]=2[CH:29]=1.[CH:30]1([C:36]2[CH:41]=[CH:40][C:39]([SH:42])=[CH:38][CH:37]=2)[CH2:35][CH2:34][CH2:33][CH2:32][CH2:31]1>>[CH:30]1([C:36]2[CH:37]=[CH:38][C:39]([S:42][CH2:2][CH2:3][CH2:4][CH2:5][O:6][C:7]3[CH:8]=[CH:9][C:10]4[NH:15][C:14](=[O:16])[O:13][C:12]([CH2:23][CH2:24][CH2:25][CH2:26][CH2:27][CH3:28])([CH2:17][CH2:18][CH2:19][CH2:20][CH2:21][CH3:22])[C:11]=4[CH:29]=3)=[CH:40][CH:41]=2)[CH2:31][CH2:32][CH2:33][CH2:34][CH2:35]1. Reported procedure: Prepared analogously to Example 1 from 6-(4-chlorobutoxy)-4,4-di-n-hexyl-4H-3,1-benzoxazin-2-one [oil, RF value: 0.7; silica gel plate; chloroform/acetone (19:1)] and 4-cyclohexyl-thiophenol. Starting materials: O=C([O-])O, CN1CCCC1=O, CCOC(=O)c1ccc(Cn2ccc3ncnc(Cl)c32)o1, Nc1ccc(OCc2ccccn2)c(Cl)c1, [Na+]. The product is CCOC(=O)c1ccc(Cn2ccc3ncnc(Nc4ccc(OCc5ccccn5)c(Cl)c4)c32)o1. RXN SMILES: [C:45](=[O:46])([O-:47])[OH:48].[CH3:38][N:39]1[CH2:40][CH2:41][CH2:42][C:43]1=[O:44].[Cl:1][c:2]1[c:3]2[c:4]([n:5][cH:6][n:7]1)[cH:8][cH:9][n:10]2[CH2:11][c:12]1[cH:13][cH:14][c:15]([C:17](=[O:18])[O:19][CH2:20][CH3:21])[o:16]1.[Cl:22][c:23]1[cH:24][c:25]([NH2:26])[cH:27][cH:28][c:29]1[O:30][CH2:31][c:32]1[n:33][cH:34][cH:35][cH:36][cH:37]1.[Na+:49]>>[c:2]1([NH:26][c:25]2[cH:24][c:23]([Cl:22])[c:29]([O:30][CH2:31][c:32]3[n:33][cH:34][cH:35][cH:36][cH:37]3)[cH:28][cH:27]2)[c:3]2[c:4]([n:5][cH:6][n:7]1)[cH:8][cH:9][n:10]2[CH2:11][c:12]1[cH:13][cH:14][c:15]([C:17](=[O:18])[O:19][CH2:20][CH3:21])[o:16]1. Reactants: CON(C(C[C@@H]1N(C[C@@H]([C@H](C1)C1=CC=C(C=C1)OC)OCC=1C=CC2=C(N(CCO2)CCCOC)C1)S(=O)(=O)C1=CC=C(C=C1)C)=O)C (N-methoxy-2-[(2R,4R,5R)-4-(4-methoxy-phenyl)-5-[4-(3-methoxy-propyl)-3,4-dihydro-2H-benzo[1,4]oxazin-6-ylmethoxy]-1-(toluene-4-sulfonyl)-piperidin-2-yl]-N-methyl-acetamide), solution, C[Mg]Br (methyl magnesium bromide). Run in O1CCCC1 (tetrahydrofuran), O1CCCC1 (tetrahydrofuran), S(=O)(=O)(O)[O-].[K+] (potassium hydrogen sulfate). Reaction conditions: time 1 hour. Product: COC1=CC=C(C=C1)[C@H]1C[C@@H](N(C[C@@H]1OCC=1C=CC2=C(N(CCO2)CCCOC)C1)S(=O)(=O)C1=CC=C(C=C1)C)CC(C)=O (1-[(2R,4R,5R)-4-(4-methoxy-phenyl)-5-[4-(3-methoxy-propyl)-3,4-dihydro-2H-benzo[1,4]oxazin-6-ylmethoxy]-1-(toluene-4-sulfonyl)-piperidin-2-yl]-propan-2-one). As a reaction SMILES: CON(C)[C:4](=[O:47])[CH2:5][C@H:6]1[CH2:11][C@H:10]([C:12]2[CH:17]=[CH:16][C:15]([O:18][CH3:19])=[CH:14][CH:13]=2)[C@@H:9]([O:20][CH2:21][C:22]2[CH:23]=[CH:24][C:25]3[O:30][CH2:29][CH2:28][N:27]([CH2:31][CH2:32][CH2:33][O:34][CH3:35])[C:26]=3[CH:36]=2)[CH2:8][N:7]1[S:37]([C:40]1[CH:45]=[CH:44][C:43]([CH3:46])=[CH:42][CH:41]=1)(=[O:39])=[O:38].[CH3:49][Mg]Br>O1CCCC1.S([O-])(O)(=O)=O.[K+]>[CH3:19][O:18][C:15]1[CH:14]=[CH:13][C:12]([C@@H:10]2[C@@H:9]([O:20][CH2:21][C:22]3[CH:23]=[CH:24][C:25]4[O:30][CH2:29][CH2:28][N:27]([CH2:31][CH2:32][CH2:33][O:34][CH3:35])[C:26]=4[CH:36]=3)[CH2:8][N:7]([S:37]([C:40]3[CH:45]=[CH:44][C:43]([CH3:46])=[CH:42][CH:41]=3)(=[O:38])=[O:39])[C@@H:6]([CH2:5][C:4](=[O:47])[CH3:49])[CH2:11]2)=[CH:17][CH:16]=1 |f:3.4|. Procedure: To a stirred solution of 0.79 g of N-methoxy-2-[(2R,4R,5R)-4-(4-methoxy-phenyl)-5-[4-(3-methoxy-propyl)-3,4-dihydro-2H-benzo[1,4]oxazin-6-ylmethoxy]-1-(toluene-4-sulfonyl)-piperidin-2-yl]-N-methyl-acetamide in 10 ml of tetrahydrofuran are added 1.3 ml of a 3M solution of methyl magnesium bromide in tetrahydrofuran at 0° C. The reaction mixture is stirred for 1 hour, diluted with an aqueous solution of 1N potassium hydrogen sulfate, extracted with tert-butyl methyl ether. The organic phases are c... The reactants are B(OC(C)C)(OC(C)C)OC(C)C (B(O-iPr)3), BrC1=C(C=C(C=C1)OC)C(C)C (1-bromo-2-isopropyl-4-methoxy-benzene), [Li]CCCC (BuLi). Reaction conditions: temperature -78 celsius, time 40 minute. The product is BrC1=C(C=C(C=C1)OC)C(C)C (1-Bromo-2-isopropyl-4-methoxy-benzene), COC1=CC(=C(C=C1)B(O)O)C(C)C (4-methoxy-2-isopropyl-phenylboronic acid). RXN SMILES: [Br:1][C:2]1[CH:7]=[CH:6][C:5]([O:8][CH3:9])=[CH:4][C:3]=1[CH:10]([CH3:12])[CH3:11].[Li]CCCC.[B:18](OC(C)C)([O:23]C(C)C)[O:19]C(C)C>>[Br:1][C:2]1[CH:7]=[CH:6][C:5]([O:8][CH3:9])=[CH:4][C:3]=1[CH:10]([CH3:12])[CH3:11].[CH3:9][O:8][C:5]1[CH:6]=[CH:7][C:2]([B:18]([OH:23])[OH:19])=[C:3]([CH:10]([CH3:12])[CH3:11])[CH:4]=1. Procedure: 1-Bromo-2-isopropyl-4-methoxy-benzene was prepared in accordance with the procedures of Konishi et. al., Bull. Chem. Soc. Jpn., 1989, 62, 591-593. To a solution of 1-bromo-2-isopropyl-4-methoxy-benzene (4.5 g, 19.7 mmol) was added BuLi (1.6M in hexane, 14.8 mL, 23.7 mmol) at −78° C. The reaction mixture was stirred at −78° C. for 40 min, followed by addition of B(O-iPr)3 dropwise. The resulting mixture was stirred at −78° C. for 2 hours, then warmed to room temperature overnight. The reaction mi...